Dataset: the Open Reaction Database (ORD), a public repository of structured organic reaction records. Task: describe an organic reaction: reactants, conditions, products, and yield The reactants are C(CCC)[Li] (n-Butyl lithium), FC1=CC=C(C=C1)C=1SC=CC1C1=CC=C(C=C1)S(=O)(=O)C (2-(4-fluorophenyl)-3-[4-(methylsulfonyl)phenyl]thiophene), Cl (Hydrochloric acid), CN(C=O)C (N,N-dimethylformamide). Solvent: CCCCCC (hexane), O1CCCC1 (tetrahydrofuran). Reaction conditions: time 30 minute. The product is FC1=CC=C(C=C1)C1=C(C=C(S1)C=O)C1=CC=C(C=C1)S(=O)(=O)C (5-(4-fluorophenyl)-4-[4-(methylsulfonyl)phenyl]thiophene-2-carbaldehyde). Reaction SMILES: C([Li])CCC.[F:6][C:7]1[CH:12]=[CH:11][C:10]([C:13]2[S:14][CH:15]=[CH:16][C:17]=2[C:18]2[CH:23]=[CH:22][C:21]([S:24]([CH3:27])(=[O:26])=[O:25])=[CH:20][CH:19]=2)=[CH:9][CH:8]=1.CN(C)[CH:30]=[O:31].Cl>CCCCCC.O1CCCC1>[F:6][C:7]1[CH:8]=[CH:9][C:10]([C:13]2[S:14][C:15]([CH:30]=[O:31])=[CH:16][C:17]=2[C:18]2[CH:23]=[CH:22][C:21]([S:24]([CH3:27])(=[O:26])=[O:25])=[CH:20][CH:19]=2)=[CH:11][CH:12]=1. Reported procedure: n-Butyl lithium (1.6M) in hexane (36 ml) was added dropwise to a stirred solution of 2-(4-fluorophenyl)-3-[4-(methylsulfonyl)phenyl]thiophene (8.0 g) in tetrahydrofuran (80 ml) at -60° C. The mixture was stirred for 30 minutes, and N,N-dimethylformamide (3.7 ml) was added dropwise over ten minutes to the mixture. The mixture was stirred at -70° to -20° C. for 2 hours. 1N Hydrochloric acid (70 ml) was added dropwise, and the solution was extracted with ethyl acetate. The extract was washed with b... Starting materials: ClC1=C(C=C2CC(C(C2=C1Cl)=O)(C)C1CCCC1)O (6,7-dichloro-2-cyclopentyl-5-hydroxy-2-methyl-2,3-dihydro-1H-inden-1-one), ClCC#N (chloroacetonitrile), C([O-])([O-])=O.[K+].[K+] (potassium carbonate), [I-].[K+] (potassium iodide). The solvent is CC(=O)C (acetone). The product is C1(CCCC1)C1(C(C2=C(C(=C(C=C2C1)OCC#N)Cl)Cl)=O)C ([(2-Cyclopentyl-6,7-dichloro-2,3-dihydro-2-methyl-1-oxo-1H-inden-5-yl)oxy]acetonitrile). The yield is 83.8%. As a reaction SMILES: [Cl:1][C:2]1[C:10]([Cl:11])=[C:9]2[C:5]([CH2:6][C:7]([CH:14]3[CH2:18][CH2:17][CH2:16][CH2:15]3)([CH3:13])[C:8]2=[O:12])=[CH:4][C:3]=1[OH:19].Cl[CH2:21][C:22]#[N:23].C(=O)([O-])[O-].[K+].[K+].[I-].[K+]>CC(C)=O>[CH:14]1([C:7]2([CH3:13])[CH2:6][C:5]3[C:9](=[C:10]([Cl:11])[C:2]([Cl:1])=[C:3]([O:19][CH2:21][C:22]#[N:23])[CH:4]=3)[C:8]2=[O:12])[CH2:18][CH2:17][CH2:16][CH2:15]1 |f:2.3.4,5.6|. Reported procedure: A mixture of 6,7-dichloro-2-cyclopentyl-5-hydroxy-2-methyl-2,3-dihydro-1H-inden-1-one (9.0 g, 30 mmole), chloroacetonitrile (2.5 g, 33 mmole), potassium carbonate (4.15 g), and potassium iodide (0.5 g) in acetone (150 ml) was stirred at reflux for 19 hours. Concentration to dryness in vacuo yielded an oil that crystallized upon trituration with water. Recrystallization from benzene-cyclohexane (ca. 1:3 by volume) gave the title compound (8.5 g), m.p. 129°-131°. The reactants are CC(C)(C)OC(N)=O, CC1(C)Oc2cc(Cl)ccc2C(c2ccc(F)cc2)=C1F. The product is CC(C)(C)OC(=O)Nc1ccc2c(c1)OC(C)(C)C(F)=C2c1ccc(F)cc1. Reaction SMILES: [C:22]([NH2:23])([O:24][C:25]([CH3:26])([CH3:27])[CH3:28])=[O:29].[Cl:1][c:2]1[cH:3][cH:4][c:5]2[c:10]([cH:11]1)[O:9][C:8]([CH3:12])([CH3:13])[C:7]([F:14])=[C:6]2[c:15]1[cH:16][cH:17][c:18]([F:21])[cH:19][cH:20]1>>[c:2]1([NH:23][C:22]([O:24][C:25]([CH3:26])([CH3:27])[CH3:28])=[O:29])[cH:3][cH:4][c:5]2[c:10]([cH:11]1)[O:9][C:8]([CH3:12])([CH3:13])[C:7]([F:14])=[C:6]2[c:15]1[cH:16][cH:17][c:18]([F:21])[cH:19][cH:20]1. The reactants are N#Cc1cc(F)c(F)cc1F, [Li+], [Li+], O=C([O-])[O-], CC1NCCC1C(C)(C)O. The product is CC1C(C(C)(C)O)CCN1c1cc(F)c(C#N)cc1F. RXN SMILES: [F:1][c:2]1[c:3]([C:4]#[N:5])[cH:6][c:7]([F:11])[c:8]([F:10])[cH:9]1.[Li+:22].[Li+:23].[O-:24][C:25](=[O:26])[O-:27].[OH:12][C:13]([CH3:14])([CH3:15])[CH:16]1[CH:17]([CH3:21])[NH:18][CH2:19][CH2:20]1>>[F:1][c:2]1[c:3]([C:4]#[N:5])[cH:6][c:7]([F:11])[c:8]([N:18]2[CH:17]([CH3:21])[CH:16]([C:13]([OH:12])([CH3:14])[CH3:15])[CH2:20][CH2:19]2)[cH:9]1. The reactants are C(C)(C)(C)[Si](OCC#C)(C)C (tert-Butyldimethyl(2-propynyloxy)silane), [Li+].CCC[CH2-] (N-BUTYLLITHIUM), Cl (HCl), CON(C(C1=CC=CC=C1)=O)C (N-Methoxy-N-methylbenzamide). Run in C1CCOC1 (THF). Run at temperature -30 celsius, time 30 minute. Product: [Si](C)(C)(C(C)(C)C)OCC#CC(=O)C1=CC=CC=C1 (4-(tert-butyldimethylsilyloxy)-1-phenylbut-2-yn-1-one). Isolated yield 99.1%. Reaction SMILES: [C:1]([Si:5]([CH3:11])([CH3:10])[O:6][CH2:7][C:8]#[CH:9])([CH3:4])([CH3:3])[CH3:2].[Li+].CCC[CH2-].CON(C)[C:20](=[O:27])[C:21]1[CH:26]=[CH:25][CH:24]=[CH:23][CH:22]=1.Cl>C1COCC1>[Si:5]([O:6][CH2:7][C:8]#[C:9][C:20]([C:21]1[CH:26]=[CH:25][CH:24]=[CH:23][CH:22]=1)=[O:27])([C:1]([CH3:3])([CH3:4])[CH3:2])([CH3:10])[CH3:11] |f:1.2|. Procedure details: To a solution of tert-Butyldimethyl(2-propynyloxy)silane 166 (7.99 mL, 39.4 mmol) in 80 mL of THF at −78° C. was added dropwise N-BUTYLLITHIUM (15.76 mL, 39.4 mmol). The resulting mixture was then warmed up slowly to −30° C. and stirred for 30 min. A solution of N-Methoxy-N-methylbenzamide 165 (5 mL, 32.8 mmol) in 5 mL of TIE was added dropwise and the solution was warmed slowly to room temperature and stirred 2 hours. Aqueous 5% HCl was added to quench the reaction and the product was extracted... The reactants are O=C=O, C1CCOC1, CC(C)=O, [Li]CCCC, CI, CC(C)NC(C)C, [Cl-], [NH4+], COC(=O)CC12CCC(c3ccccc3)(CC1)CC2. Product: COC(=O)C(C)C12CCC(c3ccccc3)(CC1)CC2. As a reaction SMILES: [C:8](=[O:9])=[O:10].[CH2:43]1[O:44][CH2:45][CH2:46][CH2:47]1.[CH3:11][C:12](=[O:13])[CH3:14].[CH3:15][CH2:16][CH2:17][CH2:18][Li:19].[CH3:39][I:40].[CH:1]([NH:2][CH:3]([CH3:4])[CH3:5])([CH3:6])[CH3:7].[Cl-:41].[NH4+:42].[c:20]1([C:26]23[CH2:27][CH2:28][C:29]([CH2:34][C:35](=[O:36])[O:37][CH3:38])([CH2:30][CH2:31]2)[CH2:32][CH2:33]3)[cH:21][cH:22][cH:23][cH:24][cH:25]1>>[CH3:1][CH:34]([C:29]12[CH2:28][CH2:27][C:26]([c:20]3[cH:21][cH:22][cH:23][cH:24][cH:25]3)([CH2:31][CH2:30]1)[CH2:33][CH2:32]2)[C:35](=[O:36])[O:37][CH3:38]. Reactants: BrC1=CC2=NC(=CC=C2N1CC1=CC(=CC=C1)Cl)Cl (2-bromo-5-chloro-1-(3-chlorobenzyl)-1H-pyrrolo[3,2-b]pyridine), O1C(CCCC1)N1N=CC=C1B1OC(C(O1)(C)C)(C)C (1-(tetrahydro-2H-pyran-2-yl)-5-(4,4,5,5-tetramethyl-1,3,2-dioxaborolan-2-yl)-1H-pyrazole), C(=O)([O-])[O-].[Na+].[Na+] (Na2CO3). The reagents and catalysts are C=1C=CC(=CC1)[P](C=2C=CC=CC2)(C=3C=CC=CC3)[Pd]([P](C=4C=CC=CC4)(C=5C=CC=CC5)C=6C=CC=CC6)([P](C=7C=CC=CC7)(C=8C=CC=CC8)C=9C=CC=CC9)[P](C=1C=CC=CC1)(C=1C=CC=CC1)C=1C=CC=CC1 (Tetrakis(triphenylphosphine)palladium(0)). Run in COCCOC (1,2-dimethoxyethane), O (water), O (water). Yields the product ClC1=CC=C2C(=N1)C=C(N2CC2=CC(=CC=C2)Cl)C2=CC=NN2C2OCCCC2 (5-chloro-1-(3-chlorobenzyl)-2-[1-(tetrahydro-2H-pyran-2-yl)-1H-pyrazol-5-yl]-1H-pyrrolo[3,2-b]pyridine). As a reaction SMILES: Br[C:2]1[N:10]([CH2:11][C:12]2[CH:17]=[CH:16][CH:15]=[C:14]([Cl:18])[CH:13]=2)[C:9]2[C:4](=[N:5][C:6]([Cl:19])=[CH:7][CH:8]=2)[CH:3]=1.[O:20]1[CH2:25][CH2:24][CH2:23][CH2:22][CH:21]1[N:26]1[C:30](B2OC(C)(C)C(C)(C)O2)=[CH:29][CH:28]=[N:27]1.C([O-])([O-])=O.[Na+].[Na+]>COCCOC.O.C1C=CC([P]([Pd]([P](C2C=CC=CC=2)(C2C=CC=CC=2)C2C=CC=CC=2)([P](C2C=CC=CC=2)(C2C=CC=CC=2)C2C=CC=CC=2)[P](C2C=CC=CC=2)(C2C=CC=CC=2)C2C=CC=CC=2)(C2C=CC=CC=2)C2C=CC=CC=2)=CC=1>[Cl:19][C:6]1[N:5]=[C:4]2[CH:3]=[C:2]([C:30]3[N:26]([CH:21]4[CH2:22][CH2:23][CH2:24][CH2:25][O:20]4)[N:27]=[CH:28][CH:29]=3)[N:10]([CH2:11][C:12]3[CH:17]=[CH:16][CH:15]=[C:14]([Cl:18])[CH:13]=3)[C:9]2=[CH:8][CH:7]=1 |f:2.3.4,^1:56,58,77,96|. Procedure: A mixture of 2-bromo-5-chloro-1-(3-chlorobenzyl)-1H-pyrrolo[3,2-b]pyridine (1.3 g, 3.3 mmol, from Step 2), 1-(tetrahydro-2H-pyran-2-yl)-5-(4,4,5,5-tetramethyl-1,3,2-dioxaborolan-2-yl)-1H-pyrazole (1.1 g, 3.9 mmol, Aldrich), and Na2CO3 (1.7 g, 16 mmol) in 1,2-dimethoxyethane (40 mL) and water (6 mL) was degassed by a stream of nitrogen through the solution for 10 minutes. Tetrakis(triphenylphosphine)palladium(0) (0.38 g, 0.33 mmol, Strem) was added, and the reaction was heated to reflux for 35 mi... Reactants: C[O-].[Na+].CO (sodium methoxide methanol), BrC=1C(=NC=C(C(=O)NCC2=CC=C(C=C2)F)C1O)C (5-Bromo-N-(4-fluorobenzyl)-4-hydroxy-6-methylnicotinamide), ice water. Reagents/catalysts: [Cu]I (copper (I) iodide). Run in CN(C=O)C (dimethylformamide). Conditions: temperature 105 celsius, time 100 minute. The product is FC1=CC=C(CNC(C2=CN=C(C(=C2O)OC)C)=O)C=C1 (N-(4-fluorobenzyl)-4-hydroxy-5-methoxy-6-methylnicotinamide). The yield is 86.9%. RXN SMILES: Br[C:2]1[C:3]([CH3:20])=[N:4][CH:5]=[C:6]([C:18]=1[OH:19])[C:7]([NH:9][CH2:10][C:11]1[CH:16]=[CH:15][C:14]([F:17])=[CH:13][CH:12]=1)=[O:8].[CH3:21][O-:22].[Na+].CO>CN(C)C=O.[Cu]I>[F:17][C:14]1[CH:15]=[CH:16][C:11]([CH2:10][NH:9][C:7](=[O:8])[C:6]2[C:18]([OH:19])=[C:2]([O:22][CH3:21])[C:3]([CH3:20])=[N:4][CH:5]=2)=[CH:12][CH:13]=1 |f:1.2.3|. Procedure: The compound 21 (75.2 g, 222 mmol) and copper (I) iodide (21.1 g, 111 mmol) were dissolved in dimethylformamide (750 ml), a 28% sodium methoxide-methanol solution (216 ml, 888 mmol) was added, and the mixture was stirred at 105° C. for 100 minutes. After cooling, ice-water (800 ml) was added, and unnecessary matters were filtered. To the solution was added 2 M hydrochloric acid (443 ml), and crystals were collected by filtration. N-(4-fluorobenzyl)-4-hydroxy-5-methoxy-6-methylnicotinamide 22 (56... The reactants are ClC1=CC(=NC2=CC=C(C=C12)Cl)N1CCS(C2=C(C1)C=CC=C2)=O (4-(4,6-dichloroquinolin-2-yl)-2,3,4,5-tetrahydro-1,4-benzothiazepine 1-oxide), NCC1(COC1)N (3-aminomethyloxetan-3-ylamine). The product is NC1(COC1)CNC1=CC(=NC2=CC=C(C=C12)Cl)N1CCS(C2=C(C1)C=CC=C2)=O (N-[(3-Aminooxetan-3-yl)methyl]-6-chloro-2-(1-oxido-2,3-dihydro-1,4-benzothiazepin-4 (5H)-yl)quinolin-4-amine). Reaction SMILES: Cl[C:2]1[C:11]2[C:6](=[CH:7][CH:8]=[C:9]([Cl:12])[CH:10]=2)[N:5]=[C:4]([N:13]2[CH2:19][C:18]3[CH:20]=[CH:21][CH:22]=[CH:23][C:17]=3[S:16](=[O:24])[CH2:15][CH2:14]2)[CH:3]=1.[NH2:25][CH2:26][C:27]1([NH2:31])[CH2:30][O:29][CH2:28]1>>[NH2:31][C:27]1([CH2:26][NH:25][C:2]2[C:11]3[C:6](=[CH:7][CH:8]=[C:9]([Cl:12])[CH:10]=3)[N:5]=[C:4]([N:13]3[CH2:19][C:18]4[CH:20]=[CH:21][CH:22]=[CH:23][C:17]=4[S:16](=[O:24])[CH2:15][CH2:14]3)[CH:3]=2)[CH2:30][O:29][CH2:28]1. Procedure details: The title compound was prepared in analogy to Example 18-1 in Scheme 6 by using 4-(4,6-dichloroquinolin-2-yl)-2,3,4,5-tetrahydro-1,4-benzothiazepine 1-oxide (prepared in analogy to 4-(4-chloro-6-methylquinolin-2-yl)-2,3,4,5-tetrahydro-1,4-benzothiazepine 1-oxide in Example 18-1 by using 2,4,6-trichloroquinoline and 2,3,4,5-tetrahydro-1,4-benzothiazepine 1-oxide) and 3-aminomethyloxetan-3-ylamine. MS obsd. (ESI+) [(M+H)+] 443, 1H NMR (400 MHz, CD3OD) δ ppm 7.94 (d, J=2.02 Hz, 1 H), 7.77 (d, J=7.8... Starting materials: Cl.COC1=CC=C(C=C1)C1=NC(C(C1)C1=CC=C(C=C1)N(C)C)(C)C (2-(p-methoxyphenyl)-5,5-dimethyl-4-(p-dimethylaminophenyl)-1-pyrroline hydrochloride), 3-N, [OH-].[Na+] (sodium hydroxide). The solvent is O (water). Reaction conditions: time 12 hour. Yields the product Cl.Cl.CN(C1=CC=C(C=C1)[C@@H]1C(N[C@@H](C1)C1=CC=C(C=C1)OC)(C)C)C (cis-3-(p-dimethylaminophenyl)-2,2-dimethyl-5-(p-methoxyphenyl)-pyrrolidine dihydrochloride). As a reaction SMILES: [ClH:1].[CH3:2][O:3][C:4]1[CH:9]=[CH:8][C:7]([C:10]2[CH2:14][CH:13]([C:15]3[CH:20]=[CH:19][C:18]([N:21]([CH3:23])[CH3:22])=[CH:17][CH:16]=3)[C:12]([CH3:25])([CH3:24])[N:11]=2)=[CH:6][CH:5]=1.[OH-].[Na+]>O>[ClH:1].[ClH:1].[CH3:22][N:21]([CH3:23])[C:18]1[CH:17]=[CH:16][C:15]([C@H:13]2[CH2:14][C@@H:10]([C:7]3[CH:6]=[CH:5][C:4]([O:3][CH3:2])=[CH:9][CH:8]=3)[NH:11][C:12]2([CH3:24])[CH3:25])=[CH:20][CH:19]=1 |f:0.1,2.3,5.6.7|. Reported procedure: A solution of 7 g. of 2-(p-methoxyphenyl)-5,5-dimethyl-4-(p-dimethylaminophenyl)-1-pyrroline hydrochloride in water is made alkaline with 3-N sodium hydroxide and extracted with methylene chloride. The organic phase is washed with water and dried over sodium sulfate. The oil which remains after removal of the solvent is taken up in 150 ml. of absolute ethanol and the solution treated with 5 g. of sodium borohydride. The mixture is then stirred at room temperature for 12 hours under nitrogen. Sub...